This data is from the Open Reaction Database (ORD), a public repository of structured organic reaction records. The task is: describe an organic reaction: reactants, conditions, products, and yield Starting materials: O=C([O-])[O-], OB(O)c1ccncc1F, COc1ncc(I)c(OC)n1, [Na+], [Na+], CC(=O)[O-], CC(=O)[O-], [Pd+2], c1ccc(P(c2ccccc2)c2ccccc2)cc1. The product is COc1ncc(-c2ccncc2F)c(OC)n1. As a reaction SMILES: [C:22](=[O:23])([O-:24])[O-:25].[F:12][c:13]1[cH:14][n:15][cH:16][cH:17][c:18]1[B:19]([OH:20])[OH:21].[I:1][c:2]1[c:3]([O:10][CH3:11])[n:4][c:5]([O:8][CH3:9])[n:6][cH:7]1.[Na+:26].[Na+:27].[O-:48][C:49]([CH3:50])=[O:51].[O-:52][C:53]([CH3:54])=[O:55].[Pd+2:47].[c:28]1([P:29]([c:30]2[cH:31][cH:32][cH:33][cH:34][cH:35]2)[c:36]2[cH:37][cH:38][cH:39][cH:40][cH:41]2)[cH:42][cH:43][cH:44][cH:45][cH:46]1>>[c:2]1(-[c:18]2[c:13]([F:12])[cH:14][n:15][cH:16][cH:17]2)[c:3]([O:10][CH3:11])[n:4][c:5]([O:8][CH3:9])[n:6][cH:7]1. Starting materials: CC(C)(C)[Si](C)(C)Oc1ccc(Br)cc1C12CC3CC(CC(C3)C1)C2, O=C([O-])[O-], CO, CCOC(C)=O, O=Cc1ccc(B(O)O)cc1, [K+], [K+], O, [Pd], c1ccc(P(c2ccccc2)c2ccccc2)cc1, Cc1ccccc1, c1ccc(P(c2ccccc2)c2ccccc2)cc1, c1ccc(P(c2ccccc2)c2ccccc2)cc1, c1ccc(P(c2ccccc2)c2ccccc2)cc1. Yields the product CC(C)(C)[Si](C)(C)Oc1ccc(-c2ccc(C=O)cc2)cc1C12CC3CC(CC(C3)C1)C2. As a reaction SMILES: [C:12]12([c:22]3[cH:23][c:24]([Br:36])[cH:25][cH:26][c:27]3[O:28][Si:29]([CH3:30])([CH3:31])[C:32]([CH3:33])([CH3:34])[CH3:35])[CH2:13][CH:14]3[CH2:15][CH:16]([CH2:17][CH:18]([CH2:19]1)[CH2:20]3)[CH2:21]2.[C:37](=[O:38])([O-:39])[O-:40].[CH3:43][OH:44].[CH3:53][CH2:54][O:55][C:56](=[O:57])[CH3:58].[CH:1](=[O:2])[c:3]1[cH:4][cH:5][c:6]([B:9]([OH:10])[OH:11])[cH:7][cH:8]1.[K+:41].[K+:42].[OH2:52].[Pd:59].[c:117]1([P:118]([c:119]2[cH:120][cH:121][cH:122][cH:123][cH:124]2)[c:125]2[cH:126][cH:127][cH:128][cH:129][cH:130]2)[cH:131][cH:132][cH:133][cH:134][cH:135]1.[c:45]1([CH3:46])[cH:47][cH:48][cH:49][cH:50][cH:51]1.[c:60]1([P:61]([c:62]2[cH:63][cH:64][cH:65][cH:66][cH:67]2)[c:68]2[cH:69][cH:70][cH:71][cH:72][cH:73]2)[cH:74][cH:75][cH:76][cH:77][cH:78]1.[c:79]1([P:80]([c:81]2[cH:82][cH:83][cH:84][cH:85][cH:86]2)[c:87]2[cH:88][cH:89][cH:90][cH:91][cH:92]2)[cH:93][cH:94][cH:95][cH:96][cH:97]1.[c:98]1([P:99]([c:100]2[cH:101][cH:102][cH:103][cH:104][cH:105]2)[c:106]2[cH:107][cH:108][cH:109][cH:110][cH:111]2)[cH:112][cH:113][cH:114][cH:115][cH:116]1>>[CH:1](=[O:2])[c:3]1[cH:4][cH:5][c:6](-[c:24]2[cH:23][c:22]([C:12]34[CH2:13][CH:14]5[CH2:15][CH:16]([CH2:17][CH:18]([CH2:19]3)[CH2:20]5)[CH2:21]4)[c:27]([O:28][Si:29]([CH3:30])([CH3:31])[C:32]([CH3:33])([CH3:34])[CH3:35])[cH:26][cH:25]2)[cH:7][cH:8]1. Reactants: CCOC(=O)CC(=O)OCC, CCO, [Na], O, Cc1ccc(S(=O)(=O)OCCCC2CCN(C(=O)OCc3ccccc3)CC2)cc1. Product: CCOC(=O)C(CCCC1CCN(C(=O)OCc2ccccc2)CC1)C(=O)OCC. RXN SMILES: [C:2]([CH2:3][C:4](=[O:5])[O:6][CH2:7][CH3:8])(=[O:9])[O:10][CH2:11][CH3:12].[CH3:43][CH2:44][OH:45].[Na:1].[OH2:46].[c:13]1([CH3:14])[cH:15][cH:16][c:17]([S:18]([O:19][CH2:23][CH2:24][CH2:25][CH:26]2[CH2:27][CH2:28][N:29]([C:32](=[O:33])[O:34][CH2:35][c:36]3[cH:37][cH:38][cH:39][cH:40][cH:41]3)[CH2:30][CH2:31]2)(=[O:20])=[O:21])[cH:22][cH:42]1>>[C:2]([CH:3]([C:4](=[O:5])[O:6][CH2:7][CH3:8])[CH2:23][CH2:24][CH2:25][CH:26]1[CH2:27][CH2:28][N:29]([C:32](=[O:33])[O:34][CH2:35][c:36]2[cH:37][cH:38][cH:39][cH:40][cH:41]2)[CH2:30][CH2:31]1)(=[O:9])[O:10][CH2:11][CH3:12]. The reactants are CC1=C2N(C3=CC=CC=C13)C(C(CC2)=CC=2N=CN(C2C)C(C2=CC=CC=C2)(C2=CC=CC=C2)C2=CC=CC=C2)=O (8,9-dihydro-10-methyl-7-[(5-methyl-1-trityl-1H-imidazol-4-yl)methylene]pyrido[1,2-a]indol-6(7H)-one). Reagents/catalysts: [Pd] (palladium on carbon). Solvent: CN(C=O)C.C(C)O (N,N-dimethylformamide ethanol). Run at time 6 hour. Yields the product CC1=C2N(C3=CC=CC=C13)C(C(CC2)CC=2N=CN(C2C)C(C2=CC=CC=C2)(C2=CC=CC=C2)C2=CC=CC=C2)=O (8,9-dihydro-10-methyl-7-[(5-methyl-1-trityl-1H-imidazol-4-yl)methyl]-pyrido[1,2-a]indol-6(7H)-one). RXN SMILES: [CH3:1][C:2]1[C:10]2[C:5](=[CH:6][CH:7]=[CH:8][CH:9]=2)[N:4]2[C:11](=[O:41])[C:12](=[CH:15][C:16]3[N:17]=[CH:18][N:19]([C:22]([C:35]4[CH:40]=[CH:39][CH:38]=[CH:37][CH:36]=4)([C:29]4[CH:34]=[CH:33][CH:32]=[CH:31][CH:30]=4)[C:23]4[CH:28]=[CH:27][CH:26]=[CH:25][CH:24]=4)[C:20]=3[CH3:21])[CH2:13][CH2:14][C:3]=12>[Pd].CN(C)C=O.C(O)C>[CH3:1][C:2]1[C:10]2[C:5](=[CH:6][CH:7]=[CH:8][CH:9]=2)[N:4]2[C:11](=[O:41])[CH:12]([CH2:15][C:16]3[N:17]=[CH:18][N:19]([C:22]([C:35]4[CH:40]=[CH:39][CH:38]=[CH:37][CH:36]=4)([C:29]4[CH:30]=[CH:31][CH:32]=[CH:33][CH:34]=4)[C:23]4[CH:24]=[CH:25][CH:26]=[CH:27][CH:28]=4)[C:20]=3[CH3:21])[CH2:13][CH2:14][C:3]=12 |f:2.3|. Reported procedure: A mixture of 8,9-dihydro-10-methyl-7-[(5-methyl-1-trityl-1H-imidazol-4-yl)methylene]pyrido[1,2-a]indol-6(7H)-one (2.0 g) and 10% palladium on carbon (0.4 g) in N,N-dimethylformamide-ethanol (6:1, 49 ml) was hydrogenated at an atmospheric pressure for 6 hours. After filtration of the catalyst, the filtrate was evaporated in vacuo to give 8,9-dihydro-10-methyl-7-[(5-methyl-1-trityl-1H-imidazol-4-yl)methyl]-pyrido[1,2-a]indol-6(7H)-one as an oil, which was used in the next reaction without purifica...